Dataset: the Open Reaction Database (ORD), a public repository of structured organic reaction records. Task: describe an organic reaction: reactants, conditions, products, and yield Reactants: [N-]=[N+]=[N-].[Na+] (sodium azide), BrC=1C(=O)C2=CC(=C(C=C2C(C1)=O)C)C (2-bromo-6,7-dimethyl naphtho-1,4-quinone), [N-]=[N+]=[N-] (azide). Solvent: C(C)O (ethanol). Product: N(=[N+]=[N-])C=1C(=O)C2=CC(=C(C=C2C(C1)=O)C)C (2-Azido-6,7-dimethyl naphtho-1,4-quinone). RXN SMILES: [N-:1]=[N+:2]=[N-:3].[Na+].Br[C:6]1[C:7]([C:9]2[C:14]([C:15](=[O:17])[CH:16]=1)=[CH:13][C:12]([CH3:18])=[C:11]([CH3:19])[CH:10]=2)=[O:8].[N-]=[N+]=[N-]>C(O)C>[N:1]([C:16]1[C:15]([C:14]2[C:9]([C:7](=[O:8])[CH:6]=1)=[CH:10][C:11]([CH3:19])=[C:12]([CH3:18])[CH:13]=2)=[O:17])=[N+:2]=[N-:3] |f:0.1|. Procedure details: An aqueous solution of sodium azide (4.4 g; 0.068 mole) was added at once to a refluxing suspension of 2-bromo-6,7-dimethyl naphtho-1,4-quinone (13.8 g; 0.052 mole) in ethanol (130 ml) and the resulting red solution refluxed for a further 2 mins. After cooling in ice the precipitated azide was separated, washed well with water and recrystallised from ethanol as an orange-red solid, m.p. 116°-119° C. (d). Starting materials: [N+](=O)([O-])C1=CC=C(CCN(CCC2=CC=C(C=C2)[N+](=O)[O-])CC)C=C1 (N,N-Bis-(4-nitrophenethyl)ethylamine). The reagents and catalysts are [H][H].[Pd] (H2 Pd/C). Yields the product NC1=CC=C(CCN(CCC2=CC=C(C=C2)N)CC)C=C1 (N,N-Bis-(4-aminophenethyl)ethylamine). Reaction SMILES: [N+:1]([C:4]1[CH:25]=[CH:24][C:7]([CH2:8][CH2:9][N:10]([CH2:22][CH3:23])[CH2:11][CH2:12][C:13]2[CH:18]=[CH:17][C:16]([N+:19]([O-])=O)=[CH:15][CH:14]=2)=[CH:6][CH:5]=1)([O-])=O>[H][H].[Pd]>[NH2:19][C:16]1[CH:15]=[CH:14][C:13]([CH2:12][CH2:11][N:10]([CH2:22][CH3:23])[CH2:9][CH2:8][C:7]2[CH:24]=[CH:25][C:4]([NH2:1])=[CH:5][CH:6]=2)=[CH:18][CH:17]=1 |f:1.2|. Procedure: N,N-Bis-(4-nitrophenethyl)ethylamine (0.45 g) was reduced using H2 /Pd/C in a similar fashion to Example 23(B) to provide the title compound, yield 0.32 g. Starting materials: C1CCNCC1 ((piperidinomethyl)polystyrene), C(C)(C)C1=CC=C(C=C1)S(=O)(=O)Cl (4-isopropylbenzenesulfonyl chloride), ClC1=CC=C(CN2CCC(CC2)CNC(CN)=O)C=C1 (1-(4-chlorobenzyl)-4-[(glycylamino)methyl]piperidine). The solvent is C(Cl)(Cl)Cl (chloroform). Reaction conditions: temperature 25 celsius, time 16 hour. Yields the product ClC1=CC=C(CN2CCC(CC2)CNC(CNS(=O)(=O)C2=CC=C(C=C2)C(C)C)=O)C=C1 (1-(4-chorobenzyl)-4-[[N-(4-isopropylphenylsulfonyl)glycyl]aminomethyl]piperidine). Reaction SMILES: C1CCNCC1.[CH:7]([C:10]1[CH:15]=[CH:14][C:13]([S:16](Cl)(=[O:18])=[O:17])=[CH:12][CH:11]=1)([CH3:9])[CH3:8].[Cl:20][C:21]1[CH:39]=[CH:38][C:24]([CH2:25][N:26]2[CH2:31][CH2:30][CH:29]([CH2:32][NH:33][C:34](=[O:37])[CH2:35][NH2:36])[CH2:28][CH2:27]2)=[CH:23][CH:22]=1>C(Cl)(Cl)Cl>[Cl:20][C:21]1[CH:39]=[CH:38][C:24]([CH2:25][N:26]2[CH2:27][CH2:28][CH:29]([CH2:32][NH:33][C:34](=[O:37])[CH2:35][NH:36][S:16]([C:13]3[CH:14]=[CH:15][C:10]([CH:7]([CH3:9])[CH3:8])=[CH:11][CH:12]=3)(=[O:18])=[O:17])[CH2:30][CH2:31]2)=[CH:23][CH:22]=1. Procedure details: A (piperidinomethyl)polystyrene resin (28 mg, 2.8 mmol/g) and 4-isopropylbenzenesulfonyl chloride (1.5 equivalents) were added to a chloroform (2 mL) solution of 1-(4-chlorobenzyl)-4-[(glycylamino)methyl]piperidine (14.8 mg, 0.05 mmol). The resulting mixture was stirred at 25° C. for 16 hours, then filtered and concentrated to thereby afford 1-(4-chlorobenzyl)-4-[[N-(4-isopropylphenylsulfonyl)glycyl]aminomethyl]piperidine (Compd. No. 869) (22.1 mg, 92%). The purity was determined by RPLC/MS (86%... Starting materials: NC=1C=C(C=CC1)S(=O)(=NC(=O)OCC)C ((RS)-S-(3-aminophenyl)-N-(ethoxycarbonyl)-S-methyl sulfoximide), BrC=1C(=NC(=NC1)Cl)OC (5-bromo-2-chloro-4-methoxypyrimidine). Yields the product C(C)OC(=O)N=S(=O)(C)C1=CC(=CC=C1)NC1=NC=C(C(=N1)OC)Br ((RS)-N-(Ethoxycarbonyl)-S-(3-{[5-bromo-4-(methoxy)pyrimidin-2-yl]amino}phenyl)-S-methylsulfoximide). Yield: 43.3%. As a reaction SMILES: [NH2:1][C:2]1[CH:3]=[C:4]([S:8]([CH3:16])(=[N:10][C:11]([O:13][CH2:14][CH3:15])=[O:12])=[O:9])[CH:5]=[CH:6][CH:7]=1.[Br:17][C:18]1[C:19]([O:25][CH3:26])=[N:20][C:21](Cl)=[N:22][CH:23]=1>>[CH2:14]([O:13][C:11]([N:10]=[S:8]([C:4]1[CH:5]=[CH:6][CH:7]=[C:2]([NH:1][C:21]2[N:20]=[C:19]([O:25][CH3:26])[C:18]([Br:17])=[CH:23][N:22]=2)[CH:3]=1)([CH3:16])=[O:9])=[O:12])[CH3:15]. Reported procedure: Intermediate 14 was prepared in analogy to GP 2 by reaction of Intermediate 5 (1.73 g, 7.16 mmol) with commercial 5-bromo-2-chloro-4-methoxypyrimidine (2.00 g, 8.95 mmol, 1.25 eq) to give 1.33 g (43% yield) of the title compound (after crystallization from acetonitrile and column chromatography of the mother liquor residue).